This data is from the Open Reaction Database (ORD), a public repository of structured organic reaction records. The task is: describe an organic reaction: reactants, conditions, products, and yield Reactants: CN(CCNC(=O)N1CCN(CC1)C1=CC=C(C=C1)F)C (N-[2-(Dimethylamino)ethyl]-4-(4-fluorophenyl)-1-piperazinecarboxamide), C(=O)(N1C=NC=C1)N1C=NC=C1 (1,1'-carbonyldiimidazole), CN(C)CCN (unsym-dimethylethylenediamine), BrC1=CC=C(C=C1)N1CCNCC1 (1-(4-bromophenyl)piperazine). Run in O1CCCC1 (tetrahydrofuran). Product: BrC1=CC=C(C=C1)N1CCN(CC1)C(=O)NCCN(C)C (4-(4-Bromophenyl)-N-[2-(dimethylamino)ethyl]-1-piperazinecarboxamide). Isolated yield 84.0%. RXN SMILES: [CH3:1][N:2]([CH3:21])[CH2:3][CH2:4][NH:5][C:6]([N:8]1[CH2:13][CH2:12][N:11]([C:14]2[CH:19]=[CH:18][C:17](F)=[CH:16][CH:15]=2)[CH2:10][CH2:9]1)=[O:7].C(N1C=CN=C1)(N1C=CN=C1)=O.CN(CCN)C.[Br:40]C1C=CC(N2CCNCC2)=CC=1>O1CCCC1>[Br:40][C:17]1[CH:18]=[CH:19][C:14]([N:11]2[CH2:12][CH2:13][N:8]([C:6]([NH:5][CH2:4][CH2:3][N:2]([CH3:21])[CH3:1])=[O:7])[CH2:9][CH2:10]2)=[CH:15][CH:16]=1. Procedure: This compound was prepared according to the procedure used to synthesize the compound of Example 11. A mixture of 4.8 g (0.03 mole) of 1,1'-carbonyldiimidazole, 2.6 g (0.03 mole) of unsym-dimethylethylenediamine, and 6.2 g (0.03 mole) of 1-(4-bromophenyl)piperazine in a total of 200 ml of tetrahydrofuran gave a pale yellow semisolid. The material was triturated with ethyl ether to give 7.7 g (84%) of the title compound as a white solid, m.p. 133°-135° C.